Dataset: the Open Reaction Database (ORD), a public repository of structured organic reaction records. Task: describe an organic reaction: reactants, conditions, products, and yield Starting materials: [BH4-], CC#N, CC#N, O=C1C(CCC(O)c2ccc(F)cc2)C(c2ccc(-c3cccc(C(O)C4OC(O)C(O)C(O)C4O)c3)cc2O)N1c1ccccc1, [Na+], O. The product is O=C1C(CCC(O)c2ccc(F)cc2)C(c2ccc(-c3cccc(C(O)C(O)C(O)C(O)C(O)CO)c3)cc2O)N1c1ccccc1. RXN SMILES: [BH4-:48].[C:51](#[N:52])[CH3:53].[CH3:54][C:55]#[N:56].[F:1][c:2]1[cH:3][cH:4][c:5]([CH:8]([CH2:9][CH2:10][CH:11]2[CH:12]([c:22]3[c:23]([OH:46])[cH:24][c:25](-[c:28]4[cH:29][c:30]([CH:34]([CH:35]5[CH:36]([OH:44])[CH:37]([OH:43])[CH:38]([OH:42])[CH:39]([OH:40])[O:41]5)[OH:45])[cH:31][cH:32][cH:33]4)[cH:26][cH:27]3)[N:13]([c:16]3[cH:17][cH:18][cH:19][cH:20][cH:21]3)[C:14]2=[O:15])[OH:47])[cH:6][cH:7]1.[Na+:49].[OH2:50]>>[F:1][c:2]1[cH:3][cH:4][c:5]([CH:8]([CH2:9][CH2:10][CH:11]2[CH:12]([c:22]3[c:23]([OH:46])[cH:24][c:25](-[c:28]4[cH:29][c:30]([CH:34]([CH:35]([CH:36]([CH:37]([CH:38]([CH2:39][OH:40])[OH:42])[OH:43])[OH:44])[OH:41])[OH:45])[cH:31][cH:32][cH:33]4)[cH:26][cH:27]3)[N:13]([c:16]3[cH:17][cH:18][cH:19][cH:20][cH:21]3)[C:14]2=[O:15])[OH:47])[cH:6][cH:7]1. Product: O1CCOCC(C1)C1=CC=C(C=2N=C(SC21)NC(C2=CC=C(C=C2)CN2CCCC2)=O)OC (N-(7-[1,4]Dioxepan-6-yl-4-methoxy-benzothiazol-2-yl)-4-pyrrolidin-1-ylmethyl-benzamide). As a reaction SMILES: Cl[CH2:2][C:3]1[CH:29]=[CH:28][C:6]([C:7]([NH:9][C:10]2[S:11][C:12]3[C:18]([CH:19]4[CH2:25][O:24][CH2:23][CH2:22][O:21][CH2:20]4)=[CH:17][CH:16]=[C:15]([O:26][CH3:27])[C:13]=3[N:14]=2)=[O:8])=[CH:5][CH:4]=1.[NH:30]1[CH2:34][CH2:33][CH2:32][CH2:31]1.COC1C2N=C(NC(=O)C3C=CC(CN4CCCC4)=CC=3)SC=2C(C2C=CC=CC=2)=CC=1>>[O:24]1[CH2:25][CH:19]([C:18]2[C:12]3[S:11][C:10]([NH:9][C:7](=[O:8])[C:6]4[CH:5]=[CH:4][C:3]([CH2:2][N:30]5[CH2:34][CH2:33][CH2:32][CH2:31]5)=[CH:29][CH:28]=4)=[N:14][C:13]=3[C:15]([O:26][CH3:27])=[CH:16][CH:17]=2)[CH2:20][O:21][CH2:22][CH2:23]1. Procedure details: 4-Chloromethyl-N-(7-[1,4]dioxepan-6-yl-4-methoxy-benzothiazol-2-yl)-benzamide and pyrrolidine were reacted as described for N-(4-methoxy-7-phenyl-benzothiazol-2-yl)-4-pyrrolidin-1-ylmethyl-benzamide in WO01/9786. Usual workup, preparative reversed-phase HPLC and final dry-freezing afforded the title compound as light brown powder. MS: m/e=468(M+H+). Starting materials: ClCC1=CC=C(C(=O)NC=2SC3=C(N2)C(=CC=C3C3COCCOC3)OC)C=C1 (4-Chloromethyl-N-(7-[1,4]dioxepan-6-yl-4-methoxy-benzothiazol-2-yl)-benzamide), N1CCCC1 (pyrrolidine), COC1=CC=C(C2=C1N=C(S2)NC(C2=CC=C(C=C2)CN2CCCC2)=O)C2=CC=CC=C2 (N-(4-methoxy-7-phenyl-benzothiazol-2-yl)-4-pyrrolidin-1-ylmethyl-benzamide). Reactants: NC1=C(C=C(C=N1)C1CC(N(C1)C)=O)Br (4-(6-amino-5-bromopyridin-3-yl)-1-methylpyrrolidin-2-one), ClC=1C=C(C=CC1)[C@@H](CO)NC(C1=C(C=C(C=C1)B1OC(C(O1)(C)C)(C)C)F)=O ((S)—N-(1-(3-chlorophenyl)-2-hydroxyethyl)-2-fluoro-4-(4,4,5,5-tetramethyl-1,3,2-dioxaborolan-2-yl)benzamide). Yields the product NC1=NC=C(C=C1C1=CC(=C(C(=O)N[C@H](CO)C2=CC(=CC=C2)Cl)C=C1)F)C1CN(C(C1)=O)C (4-(2-amino-5-(1-methyl-5-oxopyrrolidin-3-yl)pyridin-3-yl)-N—((S)-1-(3-chlorophenyl)-2-hydroxyethyl)-2-fluorobenzamide), mixture. The yield is 33.3%. As a reaction SMILES: [NH2:1][C:2]1[N:7]=[CH:6][C:5]([CH:8]2[CH2:12][N:11]([CH3:13])[C:10](=[O:14])[CH2:9]2)=[CH:4][C:3]=1Br.[Cl:16][C:17]1[CH:18]=[C:19]([C@H:23]([NH:26][C:27](=[O:44])[C:28]2[CH:33]=[CH:32][C:31](B3OC(C)(C)C(C)(C)O3)=[CH:30][C:29]=2[F:43])[CH2:24][OH:25])[CH:20]=[CH:21][CH:22]=1>>[NH2:1][C:2]1[C:3]([C:31]2[CH:32]=[CH:33][C:28]([C:27]([NH:26][C@@H:23]([C:19]3[CH:20]=[CH:21][CH:22]=[C:17]([Cl:16])[CH:18]=3)[CH2:24][OH:25])=[O:44])=[C:29]([F:43])[CH:30]=2)=[CH:4][C:5]([CH:8]2[CH2:9][C:10](=[O:14])[N:11]([CH3:13])[CH2:12]2)=[CH:6][N:7]=1. Procedure details: Following Step 6 in Scheme 50, using 4-(6-amino-5-bromopyridin-3-yl)-1-methylpyrrolidin-2-one and (S)—N-(1-(3-chlorophenyl)-2-hydroxyethyl)-2-fluoro-4-(4,4,5,5-tetramethyl-1,3,2-dioxaborolan-2-yl)benzamide, 4-(2-amino-5-(1-methyl-5-oxopyrrolidin-3-yl)pyridin-3-yl)-N—((S)-1-(3-chlorophenyl)-2-hydroxyethyl)-2-fluorobenzamide was obtained as a diastereomeric mixture (33.3%). LCMS (m/z): 483.3 (MH+), 0.59 min; 1H NMR (400 MHz, CD3OD) δ ppm 8.79-8.61 (m, 1H) 7.97 (d, J=1.96 Hz, 1H) 7.93-7.82 (m, 2H) ... The product is C(C)(C)(C)NC(=O)NC1CCC(CC1)NC(NC1CCCCC1)=O (1-tert-butyl-3-[4-(cyclohexylcarbamoylamino)cyclohexyl]urea). Run in CN1C(CCC1)=O (N-methyl-2-pyrrolidone), CN1C(CCC1)=O (NMP). Reactants: C(C)(C)(C)N=C=O (tert-butylisocyanate), N[C@@H]1CC[C@H](CC1)NC(=O)NC1CCCCC1 (trans-1-(4-aminocyclohexyl)-3-cyclohexylurea). Run at temperature 70 celsius, time 24 hour. Reported procedure: A solution of tert-butylisocyanate (1.17 g, 0.012 mol) in dry N-methyl-2-pyrrolidone (NMP) (50 mL) was added slowly to a solution of trans-1-(4-aminocyclohexyl)-3-cyclohexylurea (2.83 g, 0.012 mol) in dry NMP (100 mL) under inert atmosphere. The resulting mixture was heated to 70° C. and stirred for 24 h. The solution was precipitated in 1 M HCl and filtered off. The resulting white solid was washed with THF, recrystallized from DMF and dried under high vacuum. As a reaction SMILES: [C:1]([N:5]=[C:6]=[O:7])([CH3:4])([CH3:3])[CH3:2].[NH2:8][C@H:9]1[CH2:14][CH2:13][C@H:12]([NH:15][C:16]([NH:18][CH:19]2[CH2:24][CH2:23][CH2:22][CH2:21][CH2:20]2)=[O:17])[CH2:11][CH2:10]1>CN1CCCC1=O>[C:1]([NH:5][C:6]([NH:8][CH:9]1[CH2:14][CH2:13][CH:12]([NH:15][C:16](=[O:17])[NH:18][CH:19]2[CH2:24][CH2:23][CH2:22][CH2:21][CH2:20]2)[CH2:11][CH2:10]1)=[O:7])([CH3:4])([CH3:3])[CH3:2]. Starting materials: O=C([O-])O, CC(=O)OC(C)=O, COc1cccc(C2CCCC(N)C2)c1, [Na+], O, c1ccncc1. Yields the product COc1cccc(C2CCCC(NC(C)=O)C2)c1. Reaction SMILES: [C:24](=[O:25])([OH:26])[O-:27].[CH3:1][C:2](=[O:3])[O:4][C:5](=[O:6])[CH3:7].[CH3:8][O:9][c:10]1[cH:11][c:12]([CH:16]2[CH2:17][CH:18]([NH2:22])[CH2:19][CH2:20][CH2:21]2)[cH:13][cH:14][cH:15]1.[Na+:28].[OH2:23].[cH:29]1[cH:30][cH:31][n:32][cH:33][cH:34]1>>[CH3:1][C:2](=[O:3])[NH:22][CH:18]1[CH2:17][CH:16]([c:12]2[cH:11][c:10]([O:9][CH3:8])[cH:15][cH:14][cH:13]2)[CH2:21][CH2:20][CH2:19]1. The product is CCOC(=O)CCc1cc(OCc2ccc(OCc3nc(-c4ccccc4)oc3C)cc2)ccc1OCC. Reaction SMILES: [C:40](=[O:41])([O-:42])[O-:43].[CH2:23]([CH3:24])[O:25][c:26]1[c:27]([CH2:33][CH2:34][C:35](=[O:36])[O:37][CH2:38][CH3:39])[cH:28][c:29]([OH:32])[cH:30][cH:31]1.[CH3:46][N:47]([CH3:48])[CH:49]=[O:50].[Cl:1][CH2:2][c:3]1[cH:4][cH:5][c:6]([O:7][CH2:8][c:9]2[n:10][c:11](-[c:15]3[cH:16][cH:17][cH:18][cH:19][cH:20]3)[o:12][c:13]2[CH3:14])[cH:21][cH:22]1.[K+:44].[K+:45].[OH2:51]>>[CH2:2]([c:3]1[cH:4][cH:5][c:6]([O:7][CH2:8][c:9]2[n:10][c:11](-[c:15]3[cH:16][cH:17][cH:18][cH:19][cH:20]3)[o:12][c:13]2[CH3:14])[cH:21][cH:22]1)[O:32][c:29]1[cH:28][c:27]([CH2:33][CH2:34][C:35](=[O:36])[O:37][CH2:38][CH3:39])[c:26]([O:25][CH2:23][CH3:24])[cH:31][cH:30]1. Reactants: O=C([O-])[O-], CCOC(=O)CCc1cc(O)ccc1OCC, CN(C)C=O, Cc1oc(-c2ccccc2)nc1COc1ccc(CCl)cc1, [K+], [K+], O. Reactants: C(#N)C1=CC(=C(C(=O)O)C=C1)F (4-cyano-2-fluorobenzoic acid), C=1C=CC2=C(C1)N=NN2O (HOBt), WSC•monohydrochloride, CN(C)C=O (DMF), CN.C1CCOC1 (methylamine THF). Solvent: O (Water). Conditions: time 30 minute. The product is C(#N)C1=CC(=C(C(=O)NC)C=C1)F (4-cyano-2-fluoro-N-methylbenzamide). Yield: 79.6%. RXN SMILES: [C:1]([C:3]1[CH:11]=[CH:10][C:6]([C:7](O)=[O:8])=[C:5]([F:12])[CH:4]=1)#[N:2].C1C=CC2N(O)N=[N:19][C:17]=2C=1.CN(C=O)C.CN.C1COCC1>O>[C:1]([C:3]1[CH:11]=[CH:10][C:6]([C:7]([NH:19][CH3:17])=[O:8])=[C:5]([F:12])[CH:4]=1)#[N:2] |f:3.4|. Procedure: 4-cyano-2-fluorobenzoic acid (1.20 g), HOBt (1.47 g), WSC•monohydrochloride (2.10 g) and DMF (20 ml) were mixed with one another and stirred for 30 minutes. 2M methylamine-THF solution (11 ml) was added thereto, followed by stirring for 30 minutes. Water was added to the reaction solution, followed by extraction with ethyl acetate. The organic layer was washed with water and then saturated brine in this order, and dried over anhydrous magnesium sulfate, and the solvent was evaporated under reduc...